Dataset: the Open Reaction Database (ORD), a public repository of structured organic reaction records. Task: describe an organic reaction: reactants, conditions, products, and yield Reactants: C(C1=CC=CC=C1)N(CC(COC1=CC=C(C=C1)C=1N(C(=C(N1)C(C)=O)C)C)O)CCOC1=CC(=C(C=C1)O)C(N)=O (1-[N-benzyl-[2-(3-carbamoyl-4-hydroxyphenoxy)-ethylamino]]-3-[4-(4-acetyl-1,5-dimethyl-1H-imidazol-2-yl)-phenoxy]-2-propanol), [H][H] (hydrogen). The reagents and catalysts are [Pd] (palladium-on-carbon). The solvent is CO (methanol). Yields the product C(N)(=O)C=1C=C(OCCNCC(COC2=CC=C(C=C2)C=2N(C(=C(N2)C(C)=O)C)C)O)C=CC1O (1-[2-(3-carbamoyl-4-hydroxyphenoxy)-ethylamino]-3-[4-(4-acetyl-1,5-dimethyl-1H-imidazol-2-yl)-phenoxy]-2-propanol). As a reaction SMILES: C([N:8]([CH2:30][CH2:31][O:32][C:33]1[CH:38]=[CH:37][C:36]([OH:39])=[C:35]([C:40](=[O:42])[NH2:41])[CH:34]=1)[CH2:9][CH:10]([OH:29])[CH2:11][O:12][C:13]1[CH:18]=[CH:17][C:16]([C:19]2[N:20]([CH3:28])[C:21]([CH3:27])=[C:22]([C:24](=[O:26])[CH3:25])[N:23]=2)=[CH:15][CH:14]=1)C1C=CC=CC=1.[H][H]>CO.[Pd]>[C:40]([C:35]1[CH:34]=[C:33]([CH:38]=[CH:37][C:36]=1[OH:39])[O:32][CH2:31][CH2:30][NH:8][CH2:9][CH:10]([OH:29])[CH2:11][O:12][C:13]1[CH:18]=[CH:17][C:16]([C:19]2[N:20]([CH3:28])[C:21]([CH3:27])=[C:22]([C:24](=[O:26])[CH3:25])[N:23]=2)=[CH:15][CH:14]=1)(=[O:42])[NH2:41]. Reported procedure: A solution of 13.2 g of crude 1-[N-benzyl-[2-(3-carbamoyl-4-hydroxyphenoxy)-ethylamino]]-3-[4-(4-acetyl-1,5-dimethyl-1H-imidazol-2-yl)-phenoxy]-2-propanol in 140 ml of methanol is hydrogenated with the addition of 1.3 g of palladium-on-carbon catalyst until 1 molar equivalent of hydrogen has been absorbed. After filtration and evaporation of the solvent, an oil is obtained which, after recrystallising twice from ethanol, yields 1-[2-(3-carbamoyl-4-hydroxyphenoxy)-ethylamino]-3-[4-(4-acetyl-1,5-d... As a reaction SMILES: [C:48]([O:49][BH-:50]([O:51][C:52](=[O:53])[CH3:54])[O:55][C:56](=[O:57])[CH3:58])(=[O:59])[CH3:60].[CH2:1]1[NH:2][CH2:3][CH2:4][c:5]2[c:6]([O:11][c:12]3[n:13][cH:14][cH:15][cH:16][c:17]3[NH:18][C:19](=[O:20])[NH:21][c:22]3[cH:23][cH:24][c:25]([O:28][C:29]([F:30])([F:31])[F:32])[cH:26][cH:27]3)[cH:7][cH:8][cH:9][c:10]21.[CH3:41][O:42][CH:43]([O:44][CH3:45])[O:46][CH3:47].[CH3:61][OH:62].[CH3:63][C:64](=[O:65])[OH:66].[CH3:67][N:68]1[CH2:69][CH2:70][CH2:71][C:72]1=[O:73].[CH:33]1([CH:39]=[O:40])[CH2:34][CH2:35][CH2:36][CH2:37][CH2:38]1>>[CH2:1]1[N:2]([CH2:39][CH:33]2[CH2:34][CH2:35][CH2:36][CH2:37][CH2:38]2)[CH2:3][CH2:4][c:5]2[c:6]([O:11][c:12]3[n:13][cH:14][cH:15][cH:16][c:17]3[NH:18][C:19](=[O:20])[NH:21][c:22]3[cH:23][cH:24][c:25]([O:28][C:29]([F:30])([F:31])[F:32])[cH:26][cH:27]3)[cH:7][cH:8][cH:9][c:10]21. Product: O=C(Nc1ccc(OC(F)(F)F)cc1)Nc1cccnc1Oc1cccc2c1CCN(CC1CCCCC1)C2. The reactants are CC(=O)O[BH-](OC(C)=O)OC(C)=O, O=C(Nc1ccc(OC(F)(F)F)cc1)Nc1cccnc1Oc1cccc2c1CCNC2, COC(OC)OC, CO, CC(=O)O, CN1CCCC1=O, O=CC1CCCCC1. Reactants: Cc1cc(Nc2nc(Br)cn3ccnc23)n[nH]1, O=C([O-])[O-], [K+], [K+], CN(C)C=O, O=C(Nc1ccc(S)cc1)C1CC1. The product is Cc1cc(Nc2nc(Sc3ccc(NC(=O)C4CC4)cc3)cn3ccnc23)n[nH]1. Reaction SMILES: [Br:1][c:2]1[n:3][c:4]([NH:11][c:12]2[n:13][nH:14][c:15]([CH3:17])[cH:16]2)[c:5]2[n:6]([cH:7]1)[cH:8][cH:9][n:10]2.[C:31](=[O:32])([O-:33])[O-:34].[K+:35].[K+:36].[O:37]=[CH:38][N:39]([CH3:40])[CH3:41].[SH:18][c:19]1[cH:20][cH:21][c:22]([NH:25][C:26](=[O:27])[CH:28]2[CH2:29][CH2:30]2)[cH:23][cH:24]1>>[c:2]1([S:18][c:19]2[cH:20][cH:21][c:22]([NH:25][C:26](=[O:27])[CH:28]3[CH2:29][CH2:30]3)[cH:23][cH:24]2)[n:3][c:4]([NH:11][c:12]2[n:13][nH:14][c:15]([CH3:17])[cH:16]2)[c:5]2[n:6]([cH:7]1)[cH:8][cH:9][n:10]2. Starting materials: C(C1CO1)OC(C)(C)C (t-Butyl glycidyl ether), ClC1=C(C=CC(=C1)N)NC([C@@](C(F)(F)F)(C)OC(C)=O)=O ((R)-N-(2-chloro-4-aminophenyl)-2-acetoxy-2-methyl-3,3,3-trifluoropropanamide). Reagents/catalysts: FC(S(=O)(=O)[O-])(F)F.[Cu+2].FC(S(=O)(=O)[O-])(F)F (copper(II) trifluoromethanesulphonate). The solvent is C(C)OCC (diethyl ether). Run at time 40 hour. Product: ClC1=C(C=CC(=C1)NCC(COC(C)(C)C)O)NC([C@@](C(F)(F)F)(C)OC(C)=O)=O ((R)-N-(2-Chloro-4-{3-t-butoxy-2-hydroxypropylamino}phenyl)-2-acetoxy-2-methyl-3,3,3-trifluoropropanamide). As a reaction SMILES: [CH2:1]([O:5][C:6]([CH3:9])([CH3:8])[CH3:7])[CH:2]1[O:4][CH2:3]1.[Cl:10][C:11]1[CH:16]=[C:15]([NH2:17])[CH:14]=[CH:13][C:12]=1[NH:18][C:19](=[O:30])[C@:20]([O:26][C:27](=[O:29])[CH3:28])([CH3:25])[C:21]([F:24])([F:23])[F:22]>C(OCC)C.FC(F)(F)S([O-])(=O)=O.[Cu+2].FC(F)(F)S([O-])(=O)=O>[Cl:10][C:11]1[CH:16]=[C:15]([NH:17][CH2:3][CH:2]([OH:4])[CH2:1][O:5][C:6]([CH3:9])([CH3:8])[CH3:7])[CH:14]=[CH:13][C:12]=1[NH:18][C:19](=[O:30])[C@:20]([O:26][C:27](=[O:29])[CH3:28])([CH3:25])[C:21]([F:24])([F:23])[F:22] |f:3.4.5|. Procedure details: t-Butyl glycidyl ether (0.19 ml) and copper(II) trifluoromethanesulphonate (0.018 g) were added to a solution of (R)-N-(2-chloro-4-aminophenyl)-2-acetoxy-2-methyl-3,3,3-trifluoropropanamide (0.325 g) (Method 32) in diethyl ether (5 ml). The mixture was stirred for 40 hours then volatile material was removed by evaporation and the residue was purified by chromatography to give the title compound (0.141 g) as a foam; MS (ESP−): 453. Product: CC1=C(N(C=2N=CC=3N(C21)C=NN3)COCC[Si](C)(C)C)C3=CC=C(C=C3)C3(OCCO3)C (8-methyl-7-(4-(2-methyl-1,3-dioxolan-2-yl)phenyl)-6-((2-(trimethylsilyl)ethoxy)methyl)-6H-pyrrolo[2,3-e][1,2,4]triazolo[4,3-a]pyrazine). The reactants are N(N)C=1N=C2C(=NC1)N(C(=C2C)C2=CC=C(C=C2)C2(OCCO2)C)COCC[Si](C)(C)C (2-hydrazinyl-7-methyl-6-(4-(2-methyl-1,3-dioxolan-2-yl)phenyl)-5-((2-(trimethylsilyl)ethoxy)methyl)-5H-pyrrolo[2,3-b]pyrazine), O.NN (hydrazine hydrate), C(OCC)(OCC)OCC (triethyl orthoformate). Isolated yield 60.0%. RXN SMILES: [NH:1]([C:3]1[N:4]=[C:5]2[C:11]([CH3:12])=[C:10]([C:13]3[CH:18]=[CH:17][C:16]([C:19]4([CH3:24])[O:23][CH2:22][CH2:21][O:20]4)=[CH:15][CH:14]=3)[N:9]([CH2:25][O:26][CH2:27][CH2:28][Si:29]([CH3:32])([CH3:31])[CH3:30])[C:6]2=[N:7][CH:8]=1)[NH2:2].O.NN.[CH:36](OCC)(OCC)OCC>>[CH3:12][C:11]1[C:5]2[N:4]3[CH:36]=[N:2][N:1]=[C:3]3[CH:8]=[N:7][C:6]=2[N:9]([CH2:25][O:26][CH2:27][CH2:28][Si:29]([CH3:30])([CH3:32])[CH3:31])[C:10]=1[C:13]1[CH:18]=[CH:17][C:16]([C:19]2([CH3:24])[O:20][CH2:21][CH2:22][O:23]2)=[CH:15][CH:14]=1 |f:1.2|. Reported procedure: To a flask was added 2-hydrazinyl-7-methyl-6-(4-(2-methyl-1,3-dioxolan-2-yl)phenyl)-5-((2-(trimethylsilyl)ethoxy)methyl)-5H-pyrrolo[2,3-b]pyrazine (0.357 g, 0.784 mmol, prepared using O from Preparation #20 with hydrazine hydrate) in triethyl orthoformate (3.91 mL, 23.5 mmol). The mixture was heated to about 100° C. for about 20 h. The mixture was concentrated in vacuo to give a residue. The residue was loaded directly on a silica gel column and eluted with 0 to 8% MeOH/DCM to provide 8-methyl-7... Reaction conditions: temperature 100 celsius. The reactants are NC1=NC=C(C=C1S(=O)(=O)NC[C@@H]1CN(CC1)C)Br (2-amino-5-bromo-N-{[(3S)-1-methylpyrrolidin-3-yl]methyl}pyridine-3-sulfonamide), CC1(CC=2C(=NC=NC2C=C1C)N1CCOC2=C(C1)C=C(C=C2)B(O)O)C ([4-(6,6,7-trimethyl-5,6-dihydroquinazolin-4-yl)-2,3,4,5-tetrahydro-1,4-benzoxazepin-7-yl]boronic acid). Procedure details: Prepared according to the method of 5 by using 2-amino-5-bromo-N-{[(3S)-1-methylpyrrolidin-3-yl]methyl}pyridine-3-sulfonamide (reagent preparation 25) and [4-(6,6,7-trimethyl-5,6-dihydroquinazolin-4-yl)-2,3,4,5-tetrahydro-1,4-benzoxazepin-7-yl]boronic acid (reagent preparation 23) in step 1. 1H NMR (400 MHz, Methanol-d4): 8.35 (s, 1H), 8.25 (s, 1H), 8.07 (s, 1H), 7.37 (s, 1H), 7.32 (d, 1H), 6.97 (d, 1H), 6.07 (s, 1H), 4.58 (s, 2H), 4.23 (m, 2H), 3.84 (m, 2H), 2.86 to 2.78 (m, 3H), 2.72 (m, 2H), ... Product: NC1=NC=C(C=C1S(=O)(=O)NC[C@@H]1CN(CC1)C)C=1C=CC2=C(CN(CCO2)C2=NC=NC=3C=C(C(CC23)(C)C)C)C1 (2-amino-N-{[(3S)-1-methylpyrrolidin-3-yl]methyl}-5-[4-(6,6,7-trimethyl-5,6-dihydroquinazolin-4-yl)-2,3,4,5-tetrahydro-1,4-benzoxazepin-7-yl]pyridine-3-sulfonamide). As a reaction SMILES: [NH2:1][C:2]1[C:7]([S:8]([NH:11][CH2:12][C@H:13]2[CH2:17][CH2:16][N:15]([CH3:18])[CH2:14]2)(=[O:10])=[O:9])=[CH:6][C:5](Br)=[CH:4][N:3]=1.[CH3:20][C:21]1([CH3:46])[C:30]([CH3:31])=[CH:29][C:28]2[N:27]=[CH:26][N:25]=[C:24]([N:32]3[CH2:38][C:37]4[CH:39]=[C:40](B(O)O)[CH:41]=[CH:42][C:36]=4[O:35][CH2:34][CH2:33]3)[C:23]=2[CH2:22]1>>[NH2:1][C:2]1[C:7]([S:8]([NH:11][CH2:12][C@H:13]2[CH2:17][CH2:16][N:15]([CH3:18])[CH2:14]2)(=[O:10])=[O:9])=[CH:6][C:5]([C:40]2[CH:41]=[CH:42][C:36]3[O:35][CH2:34][CH2:33][N:32]([C:24]4[C:23]5[CH2:22][C:21]([CH3:20])([CH3:46])[C:30]([CH3:31])=[CH:29][C:28]=5[N:27]=[CH:26][N:25]=4)[CH2:38][C:37]=3[CH:39]=2)=[CH:4][N:3]=1. The reactants are CS(=O)(=O)O (methane sulfonic acid), COC1=CC=C(C=C1)S(=O)C1=CC=C(C=C1)OC (bis-(4-methoxyphenyl)sulfoxide), ice water. Solvent: C1(=CC=CC=C1)OC (anisole). Reaction conditions: temperature 80 celsius. Yields the product CS(=O)(=O)[O-].COC1=CC=C(C=C1)[S+](C1=CC=C(C=C1)OC)C1=CC=C(C=C1)OC (tris-(4-methoxyphenyl)sulfonium methane sulfonate). Isolated yield 227.1%. As a reaction SMILES: [CH3:1][S:2]([OH:5])(=[O:4])=[O:3].[CH3:6][O:7][C:8]1[CH:13]=[CH:12][C:11]([S:14]([C:16]2[CH:21]=[CH:20][C:19]([O:22][CH3:23])=[CH:18][CH:17]=2)=O)=[CH:10][CH:9]=1>C1(OC)C=CC=CC=1>[CH3:1][S:2]([O-:5])(=[O:4])=[O:3].[CH3:6][O:7][C:8]1[CH:13]=[CH:12][C:11]([S+:14]([C:11]2[CH:12]=[CH:13][C:8]([O:7][CH3:6])=[CH:9][CH:10]=2)[C:16]2[CH:21]=[CH:20][C:19]([O:22][CH3:23])=[CH:18][CH:17]=2)=[CH:10][CH:9]=1 |f:3.4|. Procedure: A mixture of 192.22 g of methane sulfonic acid, 54.46 g of bis-(4-methoxyphenyl)sulfoxide and 500 ml of anisole was heated at 80° C. for 22 hours. The mixture was poured into 1000 g of ice water and extracted three times with 500-ml portions of ether. The aqueous phase was neutralized with 50 percent aqueous sodium hydroxide and extracted five times with 500-ml portions of chloroform. The combined chloroform phases were dried with magnesium sulfate and the chloroform was removed on a rotary evap... Reactants: C(C1=CC=CC=C1)(=O)N1CCC=2NC=3C=CC=C(C3C2CC1)C1=CC=C(C=C1)Cl (3-benzoyl-10-(4-chlorophenyl)-1,2,3,4,5,6-hexahydroazepino[4,5-b]indole), [OH-].[K+] (KOH). Run in C(CO)O (ethylene glycol). Reaction conditions: temperature 170 celsius. Product: Cl.Cl.ClC1=CC=C(C=C1)C=1C=2C3=C(NC2C=CC1)CCNCC3 (10-(4-chlorophenyl)-1,2,3,4,5,6-hexahydroazepino[4,5-b]indole dihydrochloride). As a reaction SMILES: C([N:9]1[CH2:22][CH2:21][C:20]2[C:19]3[C:18]([C:23]4[CH:28]=[CH:27][C:26]([Cl:29])=[CH:25][CH:24]=4)=[CH:17][CH:16]=[CH:15][C:14]=3[NH:13][C:12]=2[CH2:11][CH2:10]1)(=O)C1C=CC=CC=1.[OH-].[K+]>C(O)CO>[ClH:29].[ClH:29].[Cl:29][C:26]1[CH:27]=[CH:28][C:23]([C:18]2[C:19]3[C:20]4[CH2:21][CH2:22][NH:9][CH2:10][CH2:11][C:12]=4[NH:13][C:14]=3[CH:15]=[CH:16][CH:17]=2)=[CH:24][CH:25]=1 |f:1.2,4.5.6|. Procedure details: 3-benzoyl-10-(4-chlorophenyl)-1,2,3,4,5,6-hexahydroazepino[4,5-b]indole and KOH (3.0 g) were stirred in ethylene glycol (10 ml) and the reaction mixture was heated at 170° C. for 1 h. The reaction mixture was cooled to RT, partitioned between H2O and EtOAc, separated, dried over MgSO4, filtered and concentrated. The product was dissolved in EtOAc and HCl (4 ml, 1N in Et2O) was added. The precipitate was filtered and recrystallized from EtOAc/MeOH to give the title compound as a solid: 1H NMR (DM... The reactants are 12, C(C)(C)[C@@H]1C(NCC(O[C@@H](CC(N[C@@H](C(N[C@@H](C(N1)=O)CSC(C1=CC=CC=C1)(C1=CC=CC=C1)C1=CC=CC=C1)=O)C(C)C)=O)\C=C\CCSC(C1=CC=CC=C1)(C1=CC=CC=C1)C1=CC=CC=C1)=O)=O ((6R,9S,12R,16S)-6,12-diisopropyl-16-((E)-4-tritylsulfanyl-but-1-enyl)-9-tritylsulfanylmethyl-1-oxa-4,7,10,13-tetraaza-cyclohexadecane-2,5,8,11,14-pentaone). The solvent is C(Cl)Cl.CO (CH2Cl2 MeOH). Yields the product C(C)(C)[C@@H]1C(NCC(O[C@@H]2/C=C/CCSSC[C@H](C(N1)=O)NC([C@H](NC(C2)=O)C(C)C)=O)=O)=O ((E)-(1S,7R,10S,21R)-7,21-diisopropyl-2-oxa-12,13-dithia-5,8,20,23-tetraaza-bicyclo[8.7.6]tricos-16-ene-3,6,9,19,22-pentaone). The yield is 100.0%. As a reaction SMILES: [CH:1]([C@H:4]1[NH:19][C:18](=[O:20])[C@@H:17]([CH2:21][S:22]C(C2C=CC=CC=2)(C2C=CC=CC=2)C2C=CC=CC=2)[NH:16][C:15](=[O:42])[C@@H:14]([CH:43]([CH3:45])[CH3:44])[NH:13][C:12](=[O:46])[CH2:11][C@@H:10](/[CH:47]=[CH:48]/[CH2:49][CH2:50][S:51]C(C2C=CC=CC=2)(C2C=CC=CC=2)C2C=CC=CC=2)[O:9][C:8](=[O:71])[CH2:7][NH:6][C:5]1=[O:72])([CH3:3])[CH3:2]>C(Cl)Cl.CO>[CH:1]([C@H:4]1[NH:19][C:18](=[O:20])[C@@H:17]2[NH:16][C:15](=[O:42])[C@@H:14]([CH:43]([CH3:45])[CH3:44])[NH:13][C:12](=[O:46])[CH2:11][C@@H:10]([CH:47]=[CH:48][CH2:49][CH2:50][S:51][S:22][CH2:21]2)[O:9][C:8](=[O:71])[CH2:7][NH:6][C:5]1=[O:72])([CH3:3])[CH3:2] |f:1.2|. Procedure: To a vigorously stirred solution of 12 (305 mg, 1.2 mmol) in CH2Cl2/MeOH (9:1, 280 mL) was added dropwise a solution of bis-trityl 8C (120 mg, 0.12 mmol) over 30 minutes. After a further 30 min the reaction was quenched by the addition of sodium thiosulfate (0.05M, 100 mL) followed by brine (10 mL). The organic phase was separated and the aqueous phase extracted with CH2Cl2 (3×15 mL). The combined organic phase was dried (MgSO4), filtered, and concentrated in vacuo to give a white solid. Purific... The reactants are OCC(C)(N)C (1-hydroxy-2-methyl-2-aminopropane), BrCC(=O)Br (bromoacetyl bromide). Run in C(Cl)Cl (methylene chloride), C(Cl)Cl (methylene chloride). Conditions: temperature 0 celsius. Yields the product OCC(C)(C)NC(CBr)=O (N-(1-Hydroxy-2-methylprop-2-yl)-2-bromoacetamide). Reaction SMILES: [OH:1][CH2:2][C:3]([CH3:6])([NH2:5])[CH3:4].[Br:7][CH2:8][C:9](Br)=[O:10]>C(Cl)Cl>[OH:1][CH2:2][C:3]([NH:5][C:9](=[O:10])[CH2:8][Br:7])([CH3:6])[CH3:4]. Procedure details: 35.6 g (0.4 mol) of 1-hydroxy-2-methyl-2-aminopropane are dissolved in 100 ml of absolute methylene chloride, the solution is cooled to 0° C., and 40.4 g (0.2 mol) of bromoacetyl bromide, dissolved in 100 ml of methylene chloride, are added dropwise to this solution in the course of 3 hours 50 minutes, in the absence of moisture and while maintaining the temperature of 0° C. The mixture is allowed to react further for 2 hours at room temperature. The 1-hydroxy-2-methyl-2-aminopropane hydrobromid...